Dataset: the Open Reaction Database (ORD), a public repository of structured organic reaction records. Task: describe an organic reaction: reactants, conditions, products, and yield The yield is 99.0%. Solvent: CC#N (CH3CN). Starting materials: BrC1=C(C(=C(C(=C1)Br)O)F)C (4,6-dibromo-2-fluoro-3-methylphenol), C(=O)([O-])[O-].[K+].[K+] (K2CO3), CI (MeI). Reaction conditions: temperature 30 celsius, time 8 hour. As a reaction SMILES: [Br:1][C:2]1[CH:7]=[C:6]([Br:8])[C:5]([OH:9])=[C:4]([F:10])[C:3]=1[CH3:11].[C:12]([O-])([O-])=O.[K+].[K+].CI>CC#N>[Br:8][C:6]1[CH:7]=[C:2]([Br:1])[C:3]([CH3:11])=[C:4]([F:10])[C:5]=1[O:9][CH3:12] |f:1.2.3|. Procedure: To a homogeneous CH3CN (200 mL) solution of 4,6-dibromo-2-fluoro-3-methylphenol (2, 28.4 g, 100 mmol) at rt, K2CO3 (16.59 g, 120 mmol) was added, followed by MeI (9.3 mL, 150 mmol). The cloudy solution was stirred at 30° C. overnight. The reaction went to completion monitored by LC and TLC. The mixture was cooled to rt, quenched by addition of H2O (100 mL) and sat. aq. NH4Cl (100 mL), two layers were mixed well and then separated, aqueous layer was extracted with EtOAc (50 mL), organic layers we... The product is BrC1=C(C(=C(C(=C1)Br)C)F)OC (1,5-Dibromo-3-fluoro-2-methoxy-4-methylbenzene). Isolated yield 66.0%. Procedure: The title compound was prepared in 66% yield according to the general procedure for the preparation of the amides (Method B) starting from 3-{2-[4-(2-methyl-5-quinolinyl)-1-piperazinyl]ethyl}aniline (D6) and 2,2-dimethylpropanoyl chloride. Reactants: amides, CC1=NC2=CC=CC(=C2C=C1)N1CCN(CC1)CCC=1C=C(N)C=CC1 (3-{2-[4-(2-Methyl-5-quinolinyl)-1-piperazinyl]ethyl}aniline), CC(C(=O)Cl)(C)C (2,2-dimethylpropanoyl chloride). Reaction SMILES: [CH3:1][C:2]1[CH:11]=[CH:10][C:9]2[C:4](=[CH:5][CH:6]=[CH:7][C:8]=2[N:12]2[CH2:17][CH2:16][N:15]([CH2:18][CH2:19][C:20]3[CH:21]=[C:22]([CH:24]=[CH:25][CH:26]=3)[NH2:23])[CH2:14][CH2:13]2)[N:3]=1.[CH3:27][C:28]([CH3:33])([CH3:32])[C:29](Cl)=[O:30]>>[CH3:27][C:28]([CH3:33])([CH3:32])[C:29]([NH:23][C:22]1[CH:24]=[CH:25][CH:26]=[C:20]([CH2:19][CH2:18][N:15]2[CH2:14][CH2:13][N:12]([C:8]3[CH:7]=[CH:6][CH:5]=[C:4]4[C:9]=3[CH:10]=[CH:11][C:2]([CH3:1])=[N:3]4)[CH2:17][CH2:16]2)[CH:21]=1)=[O:30]. Product: CC(C(=O)NC1=CC(=CC=C1)CCN1CCN(CC1)C1=C2C=CC(=NC2=CC=C1)C)(C)C (2,2-Dimethyl-N-(3-{2-[4-(2-methyl-5-quinolinyl)-1-piperazinyl]ethyl}phenyl) propanamide). Reactants: product, p-nitrophenyl ester, C(=O)(OC(C)(C)C)N[C@@H](CCC(N)=O)C(=O)O (Boc-L-glutamine). Solvent: CN(C=O)C (dimethylformamide). Run at time 8 hour. Yields the product N[C@@H](CCC(N)=O)C(=O)O (Glutamine). Reaction SMILES: C([NH:8][C@H:9]([C:15]([OH:17])=[O:16])[CH2:10][CH2:11][C:12](=[O:14])[NH2:13])(OC(C)(C)C)=O>CN(C)C=O>[NH2:8][C@H:9]([C:15]([OH:17])=[O:16])[CH2:10][CH2:11][C:12](=[O:14])[NH2:13]. Procedure: To the product of Step (D) above there is added with mixing 4 molar excess of the p-nitrophenyl ester of Boc-L-glutamine [Gln (ONp), Peninsula, supra.] dissolved in 15-20 ml. of dimethylformamide containing 1.5 M urea. The resulting mixture is shaken overnight, filtered, washed with dimethylformamide-ethanol mixture and dried. Reactants: FC=1C=C2C(=CNC2=CC1)C=1CCNCC1 (5-fluoro-3-(1,2,3,6-tetrahydropyridin-4-yl)-1H-indole), O1[C@@H](C1)COC1=C2C=CNC2=CC=C1 ((S)-(+)-4-(oxiranylmethoxy)-1H-indole). Run in CS(=O)C (dimethylsulfoxide). The product is FC=1C=C2C(=CNC2=CC1)C=1CCN(CC1)C[C@@H](COC1=C2C=CNC2=CC=C1)O ((2S)-(+)-3-[4-(5-fluoro-3-indolyl)-1,2,3,6-tetrahydropyridin-1-yl]-1-(4-indolyloxy)-2-propanol). Reaction SMILES: [F:1][C:2]1[CH:3]=[C:4]2[C:8](=[CH:9][CH:10]=1)[NH:7][CH:6]=[C:5]2[C:11]1[CH2:12][CH2:13][NH:14][CH2:15][CH:16]=1.[O:17]1[CH2:19][C@H:18]1[CH2:20][O:21][C:22]1[CH:30]=[CH:29][CH:28]=[C:27]2[C:23]=1[CH:24]=[CH:25][NH:26]2>CS(C)=O>[F:1][C:2]1[CH:3]=[C:4]2[C:8](=[CH:9][CH:10]=1)[NH:7][CH:6]=[C:5]2[C:11]1[CH2:12][CH2:13][N:14]([CH2:19][C@H:18]([OH:17])[CH2:20][O:21][C:22]2[CH:30]=[CH:29][CH:28]=[C:27]3[C:23]=2[CH:24]=[CH:25][NH:26]3)[CH2:15][CH:16]=1. Reported procedure: The title compound was prepared in a fashion similar to that described in Example 193 from 5-fluoro-3-(1,2,3,6-tetrahydropyridin-4-yl)-1H-indole (1.00 g, 4.63 mmol) and (S)-(+)-4-(oxiranylmethoxy)-1H-indole (0.90 g, 4.8 mmol). The resulting free base was isolated as a white foam. Yield 1.04 g (55%). mp 95°-100° C. FDMS m/e=405 (M+ of free base). α[D]589 =5.91 (c=1.01 , dimethylsulfoxide). The reactants are C(C)OC(=O)C=1C(=C2C(=C(N1)Br)N(C(=C2Br)Br)CC2=CC=C(C=C2)F)O (2,3,7-tribromo-1-(4-fluoro-benzyl)-4-hydroxy-1H-pyrrolo[2,3-c]pyridine-5-carboxylic acid ethyl ester), C(#N)[Cu] (CuCN). The product is C(C)OC(=O)C=1C(=C2C(=C(N1)C#N)N(C(=C2Br)Br)CC2=CC=C(C=C2)F)O (2,3-Dibromo-7-cyano-1-(4-fluoro-benzyl)-4-hydroxy-1H-pyrrolo[2,3-c]pyridine-5-carboxylic acid ethyl ester). As a reaction SMILES: [CH2:1]([O:3][C:4]([C:6]1[C:7]([OH:26])=[C:8]2[C:15]([Br:16])=[C:14]([Br:17])[N:13]([CH2:18][C:19]3[CH:24]=[CH:23][C:22]([F:25])=[CH:21][CH:20]=3)[C:9]2=[C:10](Br)[N:11]=1)=[O:5])[CH3:2].[C:27]([Cu])#[N:28]>>[CH2:1]([O:3][C:4]([C:6]1[C:7]([OH:26])=[C:8]2[C:15]([Br:16])=[C:14]([Br:17])[N:13]([CH2:18][C:19]3[CH:24]=[CH:23][C:22]([F:25])=[CH:21][CH:20]=3)[C:9]2=[C:10]([C:27]#[N:28])[N:11]=1)=[O:5])[CH3:2]. Procedure details: Prepared in analogy to that of Example 105(a) from 2,3,7-tribromo-1-(4-fluoro-benzyl)-4-hydroxy-1H-pyrrolo[2,3-c]pyridine-5-carboxylic acid ethyl ester and CuCN. The title compound, ESI MS (m/z): 496 (M+H)+.